From a dataset of the Open Reaction Database (ORD), a public repository of structured organic reaction records. describe an organic reaction: reactants, conditions, products, and yield Reactants: O=C([O-])[O-], Cl, Cl, [Cs+], [Cs+], NCC1(O)CN2CCC1CC2, CN(C)C=O, CSC(=Nc1cc(-n2ccnc2)ncn1)SC. The product is c1cn(-c2cc(NC3=NCC4(CN5CCC4CC5)O3)ncn2)cn1. As a reaction SMILES: [C:31](=[O:32])([O-:33])[O-:34].[ClH:1].[ClH:2].[Cs+:35].[Cs+:36].[NH2:3][CH2:4][C:5]1([OH:13])[CH2:6][N:7]2[CH2:8][CH2:9][CH:10]1[CH2:11][CH2:12]2.[O:37]=[CH:38][N:39]([CH3:40])[CH3:41].[n:14]1(-[c:19]2[cH:20][c:21]([N:25]=[C:26]([S:27][CH3:28])[S:29][CH3:30])[n:22][cH:23][n:24]2)[cH:15][n:16][cH:17][cH:18]1>>[N:3]1=[C:26]([NH:25][c:21]2[cH:20][c:19](-[n:14]3[cH:15][n:16][cH:17][cH:18]3)[n:24][cH:23][n:22]2)[O:13][C:5]2([CH2:4]1)[CH2:6][N:7]1[CH2:8][CH2:9][CH:10]2[CH2:11][CH2:12]1.